From a dataset of the Open Reaction Database (ORD), a public repository of structured organic reaction records. describe an organic reaction: reactants, conditions, products, and yield The reactants are CCO, Cc1ccccc1C(=O)N1CCc2nnc(Cl)cc2C1, NN, O. Product: Cc1ccccc1C(=O)N1CCc2nnc(NN)cc2C1. Reaction SMILES: [CH3:24][CH2:25][OH:26].[Cl:1][c:2]1[cH:3][c:4]2[c:5]([n:6][n:7]1)[CH2:8][CH2:9][N:10]([C:12](=[O:13])[c:14]1[c:15]([CH3:20])[cH:16][cH:17][cH:18][cH:19]1)[CH2:11]2.[NH2:22][NH2:23].[OH2:21]>>[c:2]1([NH:22][NH2:23])[cH:3][c:4]2[c:5]([n:6][n:7]1)[CH2:8][CH2:9][N:10]([C:12](=[O:13])[c:14]1[c:15]([CH3:20])[cH:16][cH:17][cH:18][cH:19]1)[CH2:11]2. Starting materials: CC1=CC=C(O1)CNC1=NC=2C=CC=C(C2C=C1)C=O (2-[(5-Methyl-furan-2-ylmethyl)-amino]-quinoline-5-carbaldehyde), C(C)(=O)O[BH-](OC(C)=O)OC(C)=O.[Na+] (Sodium triacetoxy borohydride), C(C)(=O)O (acetic acid). The solvent is C(CCl)Cl (ethylendichloride). Conditions: time 1 hour. Product: CC1=CC=C(O1)CNC1=NC2=CC=CC(=C2C=C1)CO ({2-[(5-Methyl-furan-2-ylmethyl)-amino]-quinolin-5-yl}-methanol), solid. Yield: 69.0%. Reaction SMILES: [CH3:1][C:2]1[O:6][C:5]([CH2:7][NH:8][C:9]2[CH:18]=[CH:17][C:16]3[C:15]([CH:19]=[O:20])=[CH:14][CH:13]=[CH:12][C:11]=3[N:10]=2)=[CH:4][CH:3]=1.C(O)(=O)C.C(O[BH-](OC(=O)C)OC(=O)C)(=O)C.[Na+]>C(Cl)CCl>[CH3:1][C:2]1[O:6][C:5]([CH2:7][NH:8][C:9]2[CH:18]=[CH:17][C:16]3[C:11](=[CH:12][CH:13]=[CH:14][C:15]=3[CH2:19][OH:20])[N:10]=2)=[CH:4][CH:3]=1 |f:2.3|. Procedure: 2-[(5-Methyl-furan-2-ylmethyl)-amino]-quinoline-5-carbaldehyde (example 21, step A+B, 150 mg, 0.564 mmol) was dissolved in 5 mL ethylendichloride and acetic acid (136 mg, 2.27 mmol) was added. The reaction mixture was stirred at room temperature for 1 h. Sodium triacetoxy borohydride (258 mg, 1.22 mmol) was added and stirring was continued overnight. The reaction mixture was quenched by addition of 50 mL water. The mixture was extracted three times with dichloromethane (50 mL each). The organic ...